From a dataset of the Open Reaction Database (ORD), a public repository of structured organic reaction records. describe an organic reaction: reactants, conditions, products, and yield Product: CCOC(=O)c1ccccc1-c1cccc(CBr)c1. Reaction SMILES: [Br:38][N:39]1[C:40](=[O:41])[CH2:42][CH2:43][C:44]1=[O:45].[C:58]([Cl:59])([Cl:60])([Cl:61])[Cl:62].[CH2:1]([O:2][C:3]([c:4]1[cH:5][c:6](-[c:7]2[cH:8][cH:9][c:10]([CH2:11][Br:19])[cH:12][cH:13]2)[cH:14][cH:15][cH:16]1)=[O:17])[CH3:18].[CH2:20]([CH3:21])[O:22][C:23](=[O:24])[c:25]1[c:26](-[c:31]2[cH:32][c:33]([CH3:37])[cH:34][cH:35][cH:36]2)[cH:27][cH:28][cH:29][cH:30]1.[N:46]([C:47]([CH3:48])([CH3:49])[C:50]#[N:51])=[N:52][C:53]([CH3:54])([CH3:55])[C:56]#[N:57]>>[Br:19][CH2:37][c:33]1[cH:32][c:31](-[c:26]2[c:25]([C:23]([O:22][CH2:20][CH3:21])=[O:24])[cH:30][cH:29][cH:28][cH:27]2)[cH:36][cH:35][cH:34]1. Starting materials: O=C1CCC(=O)N1Br, ClC(Cl)(Cl)Cl, CCOC(=O)c1cccc(-c2ccc(CBr)cc2)c1, CCOC(=O)c1ccccc1-c1cccc(C)c1, CC(C)(C#N)N=NC(C)(C)C#N. Starting materials: SC1=NC2=CC=CC=C2C(N1C)=O (2-mercapto-3-methyl-4(3H)-quinazolinone), [OH-].[Na+] (sodium hydroxide), CN(C)C=O (DMF), ClC1=C(C(=O)C2=CC=C(CBr)C=C2)C=CC(=C1)Cl (4-(2,4-dichlorobenzoyl)benzyl bromide). Solvent: C(C)O (ethanol), O (water). Reaction conditions: time 1 hour. Product: ClC1=C(C(=O)C2=CC=C(CSC3=NC4=CC=CC=C4C(N3C)=O)C=C2)C=CC(=C1)Cl (2-[4-(2,4-Dichlorobenzoyl)benzyl]thio-3-methyl-4(3H)-quinazolinone). The yield is 91.2%. As a reaction SMILES: [SH:1][C:2]1[N:11]([CH3:12])[C:10](=[O:13])[C:9]2[C:4](=[CH:5][CH:6]=[CH:7][CH:8]=2)[N:3]=1.[OH-].[Na+].CN(C=O)C.[Cl:21][C:22]1[CH:37]=[C:36]([Cl:38])[CH:35]=[CH:34][C:23]=1[C:24]([C:26]1[CH:33]=[CH:32][C:29]([CH2:30]Br)=[CH:28][CH:27]=1)=[O:25]>C(O)C.O>[Cl:21][C:22]1[CH:37]=[C:36]([Cl:38])[CH:35]=[CH:34][C:23]=1[C:24]([C:26]1[CH:27]=[CH:28][C:29]([CH2:30][S:1][C:2]2[N:11]([CH3:12])[C:10](=[O:13])[C:9]3[C:4](=[CH:5][CH:6]=[CH:7][CH:8]=3)[N:3]=2)=[CH:32][CH:33]=1)=[O:25] |f:1.2|. Reported procedure: To a solution of 2-mercapto-3-methyl-4(3H)-quinazolinone (1.0 g) and sodium hydroxide (250 mg) in 50% ethanol (15 ml)-DMF (15 ml) was added 4-(2,4-dichlorobenzoyl)benzyl bromide (1.88 g) and the mixture was stirred at room temperature for 1 hour. This reaction mixtrue was poured in water and the resulting crystals were collected by filtration, rinsed with water and methanol, and recrystallized from methanol to provide the title compound as colorless solid (2.16 g). IH-NMR (CDCl3) δ: 3.59(3H,s), ...